Task: describe an organic reaction: reactants, conditions, products, and yield. Dataset: the Open Reaction Database (ORD), a public repository of structured organic reaction records The reactants are C(CN(CC(=O)O)CC(=O)O)N(CC(=O)O)CC(=O)O (EDTA), N(C1=CC=CC=C1)C=1N(C2=NC(=C(C=C2C(C1)=O)F)Cl)C1=CC=CC=C1 (2-anilino-7-chloro-6-fluoro-1-phenyl-1,8-naphthyridin-4(1H)-one), [Cl-].C[Zn+] (methyl zinc chloride). Reagents/catalysts: C=1C=CC(=CC1)[P](C=2C=CC=CC2)(C=3C=CC=CC3)[Pd]([P](C=4C=CC=CC4)(C=5C=CC=CC5)C=6C=CC=CC6)([P](C=7C=CC=CC7)(C=8C=CC=CC8)C=9C=CC=CC9)[P](C=1C=CC=CC1)(C=1C=CC=CC1)C=1C=CC=CC1 (Pd(PPh3)4). Solvent: O (water), C1CCOC1 (THF). Reaction conditions: temperature 75 celsius. Product: N(C1=CC=CC=C1)C=1N(C2=NC(=C(C=C2C(C1)=O)F)C)C1=CC=CC=C1 (2-anilino-6-fluoro-7-methyl-1-phenyl-1,8-naphthyridin-4(1H)-one). The yield is 89.0%. RXN SMILES: [NH:1]([C:8]1[N:9]([C:21]2[CH:26]=[CH:25][CH:24]=[CH:23][CH:22]=2)[C:10]2[C:15]([C:16](=[O:18])[CH:17]=1)=[CH:14][C:13]([F:19])=[C:12](Cl)[N:11]=2)[C:2]1[CH:7]=[CH:6][CH:5]=[CH:4][CH:3]=1.[Cl-].C[Zn+].[CH2:30](N(CC(O)=O)CC(O)=O)CN(CC(O)=O)CC(O)=O>C1COCC1.O.C1C=CC([P]([Pd]([P](C2C=CC=CC=2)(C2C=CC=CC=2)C2C=CC=CC=2)([P](C2C=CC=CC=2)(C2C=CC=CC=2)C2C=CC=CC=2)[P](C2C=CC=CC=2)(C2C=CC=CC=2)C2C=CC=CC=2)(C2C=CC=CC=2)C2C=CC=CC=2)=CC=1>[NH:1]([C:8]1[N:9]([C:21]2[CH:26]=[CH:25][CH:24]=[CH:23][CH:22]=2)[C:10]2[C:15]([C:16](=[O:18])[CH:17]=1)=[CH:14][C:13]([F:19])=[C:12]([CH3:30])[N:11]=2)[C:2]1[CH:7]=[CH:6][CH:5]=[CH:4][CH:3]=1 |f:1.2,^1:59,61,80,99|. Reported procedure: To 2-anilino-7-chloro-6-fluoro-1-phenyl-1,8-naphthyridin-4(1H)-one (100 mg, 0.273 mmol) in THF (5 mL) was added Pd(PPh3)4 (13 mg, 0.001 mmol) and methyl zinc chloride (2M, 0.819 mL, 1.64 mmol) and the reaction was heated to 75° C. for 18 h. The reaction was then cooled to room temperature and poured into a solution of EDTA in water (2.5 g/20 mL) and extracted with Et2O. The organic layer was washed with brine and concentrated in vacuo. The residue was then taken up in MeOH and filtered. The filt... Reactants: CC#N, COc1cccc(C=Cc2nc3sccn3c(=O)c2I)c1OCC1CC1, O=C1CCC(=O)N1I. The product is COc1cccc(C=Cc2nc3scc(C)n3c(=O)c2I)c1OCC1CC1. As a reaction SMILES: [CH3:35][C:36]#[N:37].[CH:9]1([CH2:12][O:13][c:14]2[c:15]([CH:22]=[CH:23][c:24]3[n:25][c:26]4[n:27]([c:28](=[O:31])[c:29]3[I:30])[cH:32][cH:33][s:34]4)[cH:16][cH:17][cH:18][c:19]2[O:20][CH3:21])[CH2:10][CH2:11]1.[I:1][N:2]1[C:3](=[O:8])[CH2:7][CH2:6][C:4]1=[O:5]>>[CH3:3][c:32]1[n:27]2[c:26]([n:25][c:24]([CH:23]=[CH:22][c:15]3[c:14]([O:13][CH2:12][CH:9]4[CH2:10][CH2:11]4)[c:19]([O:20][CH3:21])[cH:18][cH:17][cH:16]3)[c:29]([I:30])[c:28]2=[O:31])[s:34][cH:33]1. Starting materials: aqueous solution, [OH-].[Na+] (sodium hydroxide), C(C)(C)(C)OC(=O)NC[C@@H]1CNC[C@H]1CNC(=O)OC(C)(C)C (trans-3,4-bis(tert-butoxycarbonylaminomethyl)pyrrolidine), aqueous solution, C=O (formaldehyde), C(#N)[BH3-].[Na+] (sodium cyanoborohydride), resultant solution. Solvent: C(C)#N (acetonitrile), C(C)(=O)O (Acetic acid). Conditions: time 20 minute. The product is crude crystals, CN1C[C@H]([C@@H](C1)CNC(=O)OC(C)(C)C)CNC(=O)OC(C)(C)C (trans-1-methyl-3,4-bis(tert-butoxycarbonylaminomethyl)pyrrolidine). Yield: 60.0%. Reaction SMILES: [C:1]([O:5][C:6]([NH:8][CH2:9][C@H:10]1[C@H:14]([CH2:15][NH:16][C:17]([O:19][C:20]([CH3:23])([CH3:22])[CH3:21])=[O:18])[CH2:13][NH:12][CH2:11]1)=[O:7])([CH3:4])([CH3:3])[CH3:2].C=O.[C:26]([BH3-])#N.[Na+].[OH-].[Na+]>C(#N)C.C(O)(=O)C>[CH3:26][N:12]1[CH2:11][C@@H:10]([CH2:9][NH:8][C:6]([O:5][C:1]([CH3:4])([CH3:3])[CH3:2])=[O:7])[C@H:14]([CH2:15][NH:16][C:17]([O:19][C:20]([CH3:23])([CH3:22])[CH3:21])=[O:18])[CH2:13]1 |f:2.3,4.5|. Reported procedure: To a solution of 145 mg (0.44 mmol) of trans-3,4-bis(tert-butoxycarbonylaminomethyl)pyrrolidine synthesized by the process described above in acetonitrile (1.5 ml) were added 0.20 ml (2.7 mmol) of a 37% aqueous solution of formaldehyde and 46.9 mg (0.75 mmol) of sodium cyanoborohydride. The mixture was stirred for 20 minutes at room temperature. Acetic acid was then added to the resultant solution to adjust its pH to about 5. The solution was stirred for an additional 30 minutes at room temperat...